This data is from the Open Reaction Database (ORD), a public repository of structured organic reaction records. The task is: describe an organic reaction: reactants, conditions, products, and yield The reactants are CCOC=N, ClCCl, Cl, N, NCC(N)Cc1ccnc2ccccc12. Product: C1=NC(Cc2ccnc3ccccc23)CN1. RXN SMILES: [CH2:17]([O:18][CH:19]=[NH:20])[CH3:21].[Cl:23][CH2:24][Cl:25].[ClH:16].[NH3:22].[n:1]1[cH:2][cH:3][c:4]([CH2:11][CH:12]([CH2:13][NH2:14])[NH2:15])[c:5]2[cH:6][cH:7][cH:8][cH:9][c:10]12>>[n:1]1[cH:2][cH:3][c:4]([CH2:11][CH:12]2[CH2:13][NH:14][CH:17]=[N:15]2)[c:5]2[cH:6][cH:7][cH:8][cH:9][c:10]12. Starting materials: CCO, Cc1ccc([N+](=O)[O-])c(C#N)c1, Cl, [Na+], [OH-], Cl[Sn]Cl. Yields the product Cc1ccc(N)c(C#N)c1. RXN SMILES: [CH3:19][CH2:20][OH:21].[CH3:1][c:2]1[cH:3][cH:4][c:5]([N+:10]([O-:11])=[O:12])[c:6]([C:7]#[N:8])[cH:9]1.[ClH:18].[Na+:17].[OH-:16].[Sn:13]([Cl:14])[Cl:15]>>[CH3:1][c:2]1[cH:3][cH:4][c:5]([NH2:10])[c:6]([C:7]#[N:8])[cH:9]1. Starting materials: N(=O)[O-].[Na+] (sodium nitrite), NC1=C(C=CC(=C1)F)NC1=CC=C(OC(C(=O)OCC)C)C=C1 (ethyl 2-(4-(2-amino-4-fluorophenylamino)phenoxy)propionate). Run in O (water), Cl (hydrochloric acid). Run at time 12 hour. Yields the product FC1=CC2=C(N(N=N2)C2=CC=C(OC(C(=O)O)C)C=C2)C=C1 (2-(4-(5-fluorobenzotriazol-1-yl)phenoxy)propionic acid). RXN SMILES: [N:1]([O-])=O.[Na+].[NH2:5][C:6]1[CH:11]=[C:10]([F:12])[CH:9]=[CH:8][C:7]=1[NH:13][C:14]1[CH:27]=[CH:26][C:17]([O:18][CH:19]([CH3:25])[C:20]([O:22]CC)=[O:21])=[CH:16][CH:15]=1>O.Cl>[F:12][C:10]1[CH:9]=[CH:8][C:7]2[N:13]([C:14]3[CH:27]=[CH:26][C:17]([O:18][CH:19]([CH3:25])[C:20]([OH:22])=[O:21])=[CH:16][CH:15]=3)[N:1]=[N:5][C:6]=2[CH:11]=1 |f:0.1|. Reported procedure: A solution of 2.1 of sodium nitrite in 25 ml of water was added drop-by-drop to a stirred solution of 6.7 g of 7B in 150 ml of 12% hydrochloric acid at 2° C. The resulting mixture was stirred at room temperature for 12 hours, then was filtered. Recrystallization of the filter cake from ether/hexane gave 7, as a solid, m.p.: 164°-166° C.